This data is from the Open Reaction Database (ORD), a public repository of structured organic reaction records. The task is: describe an organic reaction: reactants, conditions, products, and yield Starting materials: O1C(OCC1)CCSCCO (2-[2-[1,3-dioxolan-2-yl]ethylthio]ethanol), [H-].[Na+] (sodium hydride), SC(C)O (mercaptoethanol), BrCCC1OCCO1 (2-[2-bromoethyl]-1,3-dioxolane), C1(=CC=CC=C1)P(C1=CC=CC=C1)C1=CC=CC=C1 (triphenylphosphine), C(Br)(Br)(Br)Br (carbon tetrabromide). Solvent: C(C)#N (acetonitrile). Run at time 4 hour. The product is BrCCSCCC1OCCO1 (2-[2-[2-Bromoethylthio]ethyl]-1,3-dioxolane). RXN SMILES: [O:1]1[CH2:5][CH2:4][O:3][CH:2]1[CH2:6][CH2:7][S:8][CH2:9][CH2:10]O.SC(O)C.[Br:16]CCC1OCCO1.[H-].[Na+].C1(P(C2C=CC=CC=2)C2C=CC=CC=2)C=CC=CC=1.C(Br)(Br)(Br)Br>C(#N)C>[Br:16][CH2:10][CH2:9][S:8][CH2:7][CH2:6][CH:2]1[O:3][CH2:4][CH2:5][O:1]1 |f:3.4|. Reported procedure: To a stirred cooled (<0°) solution of 2-[2-[1,3-dioxolan-2-yl]ethylthio]ethanol (13.6 g, prepared by the condensation between mercaptoethanol and 2-[2-bromoethyl]-1,3-dioxolane employing sodium hydride) in dry acetonitrile (150 ml) was added triphenylphosphine (20 g) and carbon tetrabromide (38 g). The solution was stirred for 4 hours. The solvent was removed under reduced pressure and the residue pre-absorbed onto silica. The material was flash chromatographed over silica using 10% ethylacetate... Starting materials: CCSc1nc(NC)cc(C)c1C(=O)NCc1cccc(F)c1, CC(=O)CCl, CN1CCCC1=O, CCOC(C)=O, CCN(C(C)C)C(C)C, [Na+], [OH-]. Yields the product CCSc1nc(N(C)CC(C)=O)cc(C)c1C(=O)NCc1cccc(F)c1. Reaction SMILES: [CH2:1]([CH3:2])[S:3][c:4]1[n:5][c:6]([NH:22][CH3:23])[cH:7][c:8]([CH3:21])[c:9]1[C:10](=[O:11])[NH:12][CH2:13][c:14]1[cH:15][c:16]([F:20])[cH:17][cH:18][cH:19]1.[CH3:33][C:34](=[O:35])[CH2:36][Cl:37].[CH3:40][N:41]1[CH2:42][CH2:43][CH2:44][C:45]1=[O:46].[CH3:47][CH2:48][O:49][C:50]([CH3:51])=[O:52].[CH:24]([N:25]([CH2:26][CH3:27])[CH:28]([CH3:29])[CH3:30])([CH3:31])[CH3:32].[Na+:39].[OH-:38]>>[CH2:1]([CH3:2])[S:3][c:4]1[n:5][c:6]([N:22]([CH3:23])[CH2:36][C:34]([CH3:33])=[O:35])[cH:7][c:8]([CH3:21])[c:9]1[C:10](=[O:11])[NH:12][CH2:13][c:14]1[cH:15][c:16]([F:20])[cH:17][cH:18][cH:19]1. The reactants are [H-].[Na+] (sodium hydride), O (water), Cl.NCCS (2-aminoethanethiol hydrochloride), O1CCOCC1 (dioxane), ClC1=NC=CC=C1 (2-chloropyridine). Run in C(Cl)Cl (methylene chloride). Product: C1(=CC=CC=C1)SCCN (2-Phenylsulfanyl-ethylamine). RXN SMILES: Cl.[NH2:2][CH2:3][CH2:4][SH:5].[H-].[Na+].Cl[C:9]1[CH:14]=[CH:13][CH:12]=[CH:11]N=1.O.O1CCOC[CH2:17]1>C(Cl)Cl>[C:11]1([S:5][CH2:4][CH2:3][NH2:2])[CH:17]=[CH:9][CH:14]=[CH:13][CH:12]=1 |f:0.1,2.3|. Reported procedure: Mix 2-aminoethanethiol hydrochloride (4.07 g, 35.6 mmol) in dioxane (75 mL) at 50° C. Add sodium hydride (60% in mineral oil, 2.84 g, 71.0 mmol) at room temperature under nitrogen. Stir the reaction for 5 minutes. Add 2-chloropyridine (3.5 mL, 37 mmol) to the mixture. Reflux the mixture for 24 hours, and then cool to room temperature. Add water (100 mL), and methylene chloride (300 mL) to this mixture. Extract the aqueous layer with methylene chloride (3×50 mL). Wash the combined organic phase w... Reactants: LiOH monohydrate, C(C)(C)(C)OC(=O)N1C(=CC2=CC(=CC=C12)Cl)CN1CC(N(C(C1)=O)CC1=CC(=C(C=C1)C#N)N)C(=O)OC ((±)-2-[4-(3-amino-4-cyano-benzyl)-3-methoxycarbonyl-5-oxo-piperazin-1-ylmethyl]-5-chloro-indole-1-carboxylic acid tert-butyl ester), C1CCOC1.CO.O (THF MeOH water). Solvent: CC(=O)O (HOAc). Reaction conditions: time 16 hour. The product is NC=1C=C(CN2C(CN(CC2=O)CC=2NC3=CC=C(C=C3C2)Cl)C(=O)O)C=CC1C#N ((±)-1-(3-Amino-4-cyano-benzyl)-4-(5-chloro-1H-indol-2-ylmethyl)-6-oxo-piperazine-2-carboxylic acid). The yield is 47.7%. RXN SMILES: C(OC([N:8]1[C:16]2[C:11](=[CH:12][C:13]([Cl:17])=[CH:14][CH:15]=2)[CH:10]=[C:9]1[CH2:18][N:19]1[CH2:24][C:23](=[O:25])[N:22]([CH2:26][C:27]2[CH:32]=[CH:31][C:30]([C:33]#[N:34])=[C:29]([NH2:35])[CH:28]=2)[CH:21]([C:36]([O:38]C)=[O:37])[CH2:20]1)=O)(C)(C)C.C1COCC1.CO.O>CC(O)=O>[NH2:35][C:29]1[CH:28]=[C:27]([CH:32]=[CH:31][C:30]=1[C:33]#[N:34])[CH2:26][N:22]1[C:23](=[O:25])[CH2:24][N:19]([CH2:18][C:9]2[NH:8][C:16]3[C:11]([CH:10]=2)=[CH:12][C:13]([Cl:17])=[CH:14][CH:15]=3)[CH2:20][CH:21]1[C:36]([OH:38])=[O:37] |f:1.2.3|. Reported procedure: LiOH monohydrate (380 mg, 9.06 mmol) is added at ambient temperature to a solution containing (±)-2-[4-(3-amino-4-cyano-benzyl)-3-methoxycarbonyl-5-oxo-piperazin-1-ylmethyl]-5-chloro-indole-1-carboxylic acid tert-butyl ester (1.0 g, 1.81 mmol), EXAMPLE 784, Part E, in 1:1:1 THF/MeOH/water (30 mL). After 16 h, HOAc (0.5 mL) is added and the reaction mixture is concentrated in vacuo. The residue is dissolved in CH3CN/water and purified by reverse-phase HPLC [Buffer A: water w/0.1% TFA; Buffer B: C... Reactants: C(#N)C=1C=C2C(C(NC2=CC1)=S)C (5-cyano-3-methylthiooxindole), ClN1C(CCC1=O)=O (N-chlorosuccinimide). Solvent: C(Cl)Cl (methylene chloride). The product is ClC1(C(NC2=CC=C(C=C12)C#N)=S)C (3-chloro-5-cyano-3-methylthiooxindole). As a reaction SMILES: [C:1]([C:3]1[CH:4]=[C:5]2[C:9](=[CH:10][CH:11]=1)[NH:8][C:7](=[S:12])[CH:6]2[CH3:13])#[N:2].[Cl:14]N1C(=O)CCC1=O>C(Cl)Cl>[Cl:14][C:6]1([CH3:13])[C:5]2[C:9](=[CH:10][CH:11]=[C:3]([C:1]#[N:2])[CH:4]=2)[NH:8][C:7]1=[S:12]. Procedure details: A solution of 5-cyano-3-methylthiooxindole (950 mg, 4.66 mmol) and N-chlorosuccinimide (800 mg, 5.95 mmol) in 100 ml of methylene chloride was stirred at room temperature for 24 hours. The solvent was removed in vacuo, yielding 3-chloro-5-cyano-3-methylthiooxindole and the residue, which was dissolved in a minimum of tetrahydrofuran, was added to a vigorously stirred slurry of red mercuric oxide (1.00 g, 4.7 mmol) and boron trifluoride ethereate (670 mg, 4.7 mmol) in 100 ml of 50 percent aqueous... The reactants are [Li]C(C)(C)C, C1CCOC1, COc1ccc(F)cc1C(C)(C)CC(=O)CC1CCCCC1, Cc1cc(C)nc(C)c1. The product is COc1ccc(F)cc1C(C)(C)CC(O)(Cc1cc(C)cc(C)n1)CC1CCCCC1. As a reaction SMILES: [C:10]([Li:11])([CH3:12])([CH3:13])[CH3:14].[CH2:37]1[O:38][CH2:39][CH2:40][CH2:41]1.[CH:15]1([CH2:21][C:22]([CH2:23][C:24]([CH3:25])([CH3:26])[c:27]2[c:28]([O:34][CH3:35])[cH:29][cH:30][c:31]([F:33])[cH:32]2)=[O:36])[CH2:16][CH2:17][CH2:18][CH2:19][CH2:20]1.[n:1]1[c:2]([CH3:9])[cH:3][c:4]([CH3:8])[cH:5][c:6]1[CH3:7]>>[n:1]1[c:2]([CH2:9][C:22]([CH2:21][CH:15]2[CH2:16][CH2:17][CH2:18][CH2:19][CH2:20]2)([CH2:23][C:24]([CH3:25])([CH3:26])[c:27]2[c:28]([O:34][CH3:35])[cH:29][cH:30][c:31]([F:33])[cH:32]2)[OH:36])[cH:3][c:4]([CH3:8])[cH:5][c:6]1[CH3:7]. As a reaction SMILES: [Si:1](Cl)([C:4]([CH3:7])([CH3:6])[CH3:5])([CH3:3])[CH3:2].[F:9][C:10]1[CH:15]=[CH:14][CH:13]=[CH:12][C:11]=1[CH2:16][CH2:17][OH:18].N1C=CN=C1>CN(C=O)C.C(OCC)(=O)C>[C:4]([Si:1]([O:18][CH2:17][CH2:16][C:11]1[CH:12]=[CH:13][CH:14]=[CH:15][C:10]=1[F:9])([CH3:3])[CH3:2])([CH3:7])([CH3:6])[CH3:5]. Procedure: tert-Butyldimethylsilyl chloride (6.45 g) was added to a stirred solution of 2-(2-fluorophenyl)ethanol (5.00 g) and 1H-imidazole (7.29 g) in dry DMF (30 mL) cooled in an ice bath. After 45 min, the reaction mixture was diluted with ethyl acetate, washed three times with water and evaporated in vacuo. The resulting gum was dissolved in isohexane and applied to a silica gel column eluting with isohexane followed by 1:3 ethyl acetate:isohexane to collect the product as an oil. Yield 9.0 g. Solvent: CN(C)C=O (DMF), C(C)(=O)OCC (ethyl acetate). Conditions: time 45 minute. The reactants are [Si](C)(C)(C(C)(C)C)Cl (tert-Butyldimethylsilyl chloride), FC1=C(C=CC=C1)CCO (2-(2-fluorophenyl)ethanol), N1C=NC=C1 (1H-imidazole). Product: C(C)(C)(C)[Si](C)(C)OCCC1=C(C=CC=C1)F (tert-Butyl(2-fluorophenethoxy)dimethylsilane). Reactants: [Br-], COc1cnc2[nH]ccc2c1, CCCC[N+](CCCC)(CCCC)CCCC, ClCCl, [Na+], [OH-], O=S(=O)(Cl)Cl, c1ccccc1. The product is COc1cnc2c(ccn2S(=O)(=O)c2ccccc2)c1. Reaction SMILES: [Br-:25].[CH3:1][O:2][c:3]1[cH:4][c:5]2[c:6]([n:7][cH:8]1)[nH:9][cH:10][cH:11]2.[CH3:26][CH2:27][CH2:28][CH2:29][N+:30]([CH2:31][CH2:32][CH2:33][CH3:34])([CH2:35][CH2:36][CH2:37][CH3:38])[CH2:39][CH2:40][CH2:41][CH3:42].[Cl:43][CH2:44][Cl:45].[Na+:13].[OH-:12].[S:14](=[O:15])(=[O:16])([Cl:17])[Cl:18].[cH:19]1[cH:20][cH:21][cH:22][cH:23][cH:24]1>>[CH3:1][O:2][c:3]1[cH:4][c:5]2[c:6]([n:7][cH:8]1)[n:9]([S:14](=[O:15])(=[O:16])[c:19]1[cH:20][cH:21][cH:22][cH:23][cH:24]1)[cH:10][cH:11]2.